This data is from the Open Reaction Database (ORD), a public repository of structured organic reaction records. The task is: describe an organic reaction: reactants, conditions, products, and yield Reactants: [BH4-], CCCCC(C)(C)C(=O)C=CC1C(O)CC(Cl)C1CC=CCCCC(=O)OC, CCCCC=CC(=O)OC, CC(=O)O, CO, Cl[Ce](Cl)Cl, [Na+]. Yields the product CCCCC(C)(C)C(O)C=CC1C(O)CC(Cl)C1CC=CCCCC(=O)OC. RXN SMILES: [BH4-:43].[CH3:11][O:12][C:13]([CH2:14][CH2:15][CH2:16][CH:17]=[CH:18][CH2:19][CH:20]1[CH:21]([CH:27]=[CH:28][C:29]([C:30]([CH2:31][CH2:32][CH2:33][CH3:34])([CH3:35])[CH3:36])=[O:37])[CH:22]([OH:26])[CH2:23][CH:24]1[Cl:25])=[O:38].[CH3:1][O:2][C:3](=[O:4])[CH:5]=[CH:6][CH2:7][CH2:8][CH2:9][CH3:10].[CH3:45][C:46](=[O:47])[OH:48].[CH3:49][OH:50].[Cl:39][Ce:40]([Cl:41])[Cl:42].[Na+:44]>>[CH3:11][O:12][C:13]([CH2:14][CH2:15][CH2:16][CH:17]=[CH:18][CH2:19][CH:20]1[CH:21]([CH:27]=[CH:28][CH:29]([C:30]([CH2:31][CH2:32][CH2:33][CH3:34])([CH3:35])[CH3:36])[OH:37])[CH:22]([OH:26])[CH2:23][CH:24]1[Cl:25])=[O:38]. Reactants: NC1=C(C(=O)O)C=C(C=C1)[N+](=O)[O-] (2-amino-5-nitrobenzoic acid), CS(=O)(=O)Cl (methanesulfonyl chloride), CN (methylamine), N1(CCCC1)CCCOC1=CC=C(C=O)C=C1 (4-(3-pyrrolidin-1-ylpropoxy)benzaldehyde). Product: CN1C(=NC2=CC=C(C=C2C1=O)NS(=O)(=O)C)C1=CC=C(C=C1)OCCCN1CCCC1 (3-Methyl-6-methylsulfonylamino-2-[4-(3-pyrrolidin-1-ylpropoxy)phenyl]-4(3H)-quinazolinone). RXN SMILES: [NH2:1][C:2]1[CH:10]=[CH:9][C:8]([N+:11]([O-])=O)=[CH:7][C:3]=1[C:4]([OH:6])=O.[CH3:14][NH2:15].[N:16]1([CH2:21][CH2:22][CH2:23][O:24][C:25]2[CH:32]=[CH:31][C:28]([CH:29]=O)=[CH:27][CH:26]=2)[CH2:20][CH2:19][CH2:18][CH2:17]1.[CH3:33][S:34](Cl)(=[O:36])=[O:35]>>[CH3:14][N:15]1[C:4](=[O:6])[C:3]2[C:2](=[CH:10][CH:9]=[C:8]([NH:11][S:34]([CH3:33])(=[O:36])=[O:35])[CH:7]=2)[N:1]=[C:29]1[C:28]1[CH:31]=[CH:32][C:25]([O:24][CH2:23][CH2:22][CH2:21][N:16]2[CH2:20][CH2:19][CH2:18][CH2:17]2)=[CH:26][CH:27]=1. Procedure: The entitled compound was obtained according to the method of Example 70 but starting from 2-amino-5-nitrobenzoic acid, methylamine and 4-(3-pyrrolidin-1-ylpropoxy)benzaldehyde and methanesulfonyl chloride. RXN SMILES: II.[Mg].Br[C:5]1[CH:10]=[CH:9][C:8]([C:11]2[CH:16]=[CH:15][CH:14]=[CH:13][CH:12]=2)=[C:7]([F:17])[CH:6]=1.[C:18](=[O:20])=[O:19].Cl>O1CCCC1>[F:17][C:7]1[CH:6]=[C:5]([C:18]([OH:20])=[O:19])[CH:10]=[CH:9][C:8]=1[C:11]1[CH:16]=[CH:15][CH:14]=[CH:13][CH:12]=1. Starting materials: BrC1=CC(=C(C=C1)C1=CC=CC=C1)F (4-bromo-2-fluorobiphenyl), C(=O)=O (Carbon dioxide), II (iodine), [Mg] (magnesium), Cl (HCl). Procedure details: Few crystals of iodine are added to tetrahydrofuran (1400 mL) containing magnesium turnings (25.17 g, 1.035 mol). The mixture is heated at 60-70° C. A solution of 4-bromo-2-fluorobiphenyl (200 g, 0.797 mol) in tetrahydrofuran (600 mL) is added dropwise to the reaction mixture and refluxed for 1 hr. Reaction mixture is brought to room temperature and then cooled to −20° C. Carbon dioxide gas is passed through the reaction mixture for 45 minutes. The reaction mixture is treated with 3N HCl (500 mL... Solvent: O1CCCC1 (tetrahydrofuran), O1CCCC1 (tetrahydrofuran). Reaction conditions: temperature 65 celsius. Product: FC1=C(C=CC(=C1)C(=O)O)C1=CC=CC=C1 (2-fluorobiphenyl-4-carboxylic acid). Procedure: This material was prepared from the reaction of 6-methoxy-1,2-dimethyl-1H-indole-3-carboxylic acid (1.12 g, 5.11 mmole) 16c with oxalyl chloride (0.682 ml, 13.6 mmole) and butan-1-amine (1.51 ml, 15.33 mmole) in a manner as previously described for example 16d to give a yellow solid (0.990 g, 71%). 1H NMR (300 MHz, CDCl3) δ8.01 (1H, d, J=8.6 Hz), 7.31 (1H, dd, J=2.3, 8.6 Hz), 7.25 (1H, d, J=2.3 Hz), 6.32 (1H, s), 4.34 (3H, s), 4.09 (3H, s), 3.95 (2H, m), 3.16 (3H, s), 2.10 (2H, m), 1.92 (2H, m),... The yield is 70.6%. The product is C(CCC)NC(=O)C1=C(N(C2=CC(=CC=C12)OC)C)C (6-Methoxy-1,2-dimethyl-1H-indole-3-carboxylic acid butylamide). Reaction SMILES: [CH3:1][O:2][C:3]1[CH:11]=[C:10]2[C:6]([C:7]([C:14]([OH:16])=O)=[C:8]([CH3:13])[N:9]2[CH3:12])=[CH:5][CH:4]=1.C(Cl)(=O)C(Cl)=O.[CH2:23]([NH2:27])[CH2:24][CH2:25][CH3:26]>>[CH2:23]([NH:27][C:14]([C:7]1[C:6]2[C:10](=[CH:11][C:3]([O:2][CH3:1])=[CH:4][CH:5]=2)[N:9]([CH3:12])[C:8]=1[CH3:13])=[O:16])[CH2:24][CH2:25][CH3:26]. Starting materials: COC1=CC=C2C(=C(N(C2=C1)C)C)C(=O)O (6-methoxy-1,2-dimethyl-1H-indole-3-carboxylic acid), CN1C(=C(C2=CC=C(C=C12)OC)C(=O)O)C (1,2-dimethyl-6-methoxy1H-indole-3-carboxylic acid), C(C(=O)Cl)(=O)Cl (oxalyl chloride), C(CCC)N (butan-1-amine). The reactants are COC=1C=C(C=CC1)C=1CN(CCC1)C(=O)OCC (ethyl 3-(3-methoxyphenyl)-1,2,5,6-tetrahydro-1-pyridine-carboxylate), [OH-].[K+] (potassium hydroxide). Solvent: O (water), C(CCC)O (n-butanol). Yields the product COC=1C=C(C=CC1)C=1CNCCC1 (3-(3-methoxyphenyl)-1,2,5,6-tetrahydropyridine). Yield: 100.4%. Reaction SMILES: [CH3:1][O:2][C:3]1[CH:4]=[C:5]([C:9]2[CH2:10][N:11](C(OCC)=O)[CH2:12][CH2:13][CH:14]=2)[CH:6]=[CH:7][CH:8]=1.[OH-].[K+]>C(O)CCC.O>[CH3:1][O:2][C:3]1[CH:4]=[C:5]([C:9]2[CH2:10][NH:11][CH2:12][CH2:13][CH:14]=2)[CH:6]=[CH:7][CH:8]=1 |f:1.2|. Procedure details: A solution of 11 g of the product of Step C in 110 ml of n-butanol and 11 g of potassium hydroxide was heated for 6 hours at 120° C. and the mixture was cooled and diluted with water. The mixture was extracted with ethyl acetate and the organic phase was washed with aqueous saturated sodium chloride solution, dried and evaporated to dryness under reduced pressure. The residue was chromatographed over silica gel and was eluted with a 6-3-1 chloroform-acetone-triethylamine mixture. The distilled f...